Dataset: the Open Reaction Database (ORD), a public repository of structured organic reaction records. Task: describe an organic reaction: reactants, conditions, products, and yield Reactants: CCO, Cc1cc(NCC(=O)O)c([N+](=O)[O-])cc1F, [Na], O, O, Cl[Sn]Cl. The product is Cc1cc2c(cc1F)NC(=O)CN2. As a reaction SMILES: [CH3:23][CH2:24][OH:25].[F:2][c:3]1[cH:4][c:5]([N+:15]([O-:16])=[O:17])[c:6]([NH:10][CH2:11][C:12](=[O:13])[OH:14])[cH:7][c:8]1[CH3:9].[Na:1].[OH2:18].[OH2:19].[Sn:20]([Cl:21])[Cl:22]>>[F:2][c:3]1[cH:4][c:5]2[c:6]([cH:7][c:8]1[CH3:9])[NH:10][CH2:11][C:12](=[O:13])[NH:15]2. The reactants are ClC1=C(C=C(C=O)C=C1)F (4-chloro-3-fluoro-benzaldehyde), C[O-].[Na+] (sodium methoxide), ClC1=CC(=C(C=C1)CC#N)F (4-chloro-2-fluorophenylacetonitrile). Solvent: CO (methanol). Product: ClC=1C=C(C=CC1F)\C=C(/C#N)\C1=C(C=C(C=C1)Cl)F ((Z)-3-(3-chloro-4-fluoro-phenyl)-2-(4-chloro-2-fluoro-phenyl)-acrylonitrile). Isolated yield 50.9%. RXN SMILES: [Cl:1][C:2]1[CH:7]=[CH:6][C:5]([CH2:8][C:9]#[N:10])=[C:4]([F:11])[CH:3]=1.[Cl:12][C:13]1[CH:20]=[CH:19][C:16](C=O)=[CH:15][C:14]=1[F:21].[CH3:22][O-].[Na+]>CO>[Cl:12][C:13]1[CH:20]=[C:19](/[CH:22]=[C:8](/[C:5]2[CH:6]=[CH:7][C:2]([Cl:1])=[CH:3][C:4]=2[F:11])\[C:9]#[N:10])[CH:16]=[CH:15][C:14]=1[F:21] |f:2.3|. Procedure details: In a manner similar to the method described in Example 1b, 4-chloro-2-fluorophenylacetonitrile (3.3 g, 19 mmol) was reacted with 4-chloro-3-fluoro-benzaldehyde (Aldrich) (3.65 g, 23 mmol), methanolic solution (25 wt %) of sodium methoxide (4.8 mL, 21 mmol) in methanol (90 mL) at 50° C. for 3 h to give (Z)-3-(3-chloro-4-fluoro-phenyl)-2-(4-chloro-2-fluoro-phenyl)-acrylonitrile as a white powder (3 g, 50%). Reactants: C(=O)([O-])[O-].[K+].[K+] (K2CO3), CI (methyl iodide), BrC1=C(C=CC(=C1)OCC(F)(F)F)O (2-bromo-4-(2,2,2-trifluoroethoxy)phenol). Run in CC(=O)C (acetone). Product: BrC1=C(C=CC(=C1)OCC(F)(F)F)OC (2-Bromo-4-(2,2,2-trifluoroethoxy)anisole). RXN SMILES: [Br:1][C:2]1[CH:7]=[C:6]([O:8][CH2:9][C:10]([F:13])([F:12])[F:11])[CH:5]=[CH:4][C:3]=1[OH:14].[C:15]([O-])([O-])=O.[K+].[K+].CI>CC(C)=O>[Br:1][C:2]1[CH:7]=[C:6]([O:8][CH2:9][C:10]([F:12])([F:13])[F:11])[CH:5]=[CH:4][C:3]=1[O:14][CH3:15] |f:1.2.3|. Procedure details: To a solution of 2-bromo-4-(2,2,2-trifluoroethoxy)phenol (Description 20, 0.6 g) in acetone was added added K2CO3 (1 g) and methyl iodide (1 ml). The solution was heated to reflux for 1 h. and then evaporated in vacuo. The residue was partitioned between ethyl acetate and water and the organic phase washed further with water and saturated brine. After drying (MgSO4) the solvent was removed in vacuo to give the title compound as a yellow oil. 1H NMR (250 MHz, CDCl3) δ3.87 (3H, s) 4.30 (2H, q, J 8... The reactants are O=C([O-])[O-], Cl, Cc1c(O)ccc2c(=O)c3c(F)cccc3oc12, [K+], [K+], [Na+], CN(C)C=O, [OH-], O. The product is Cc1c(OCC(=O)O)ccc2c(=O)c3c(F)cccc3oc12. RXN SMILES: [C:19]([O-:20])([O-:21])=[O:22].[ClH:27].[F:1][c:2]1[cH:3][cH:4][cH:5][c:6]2[o:7][c:8]3[c:9]([CH3:18])[c:10]([OH:17])[cH:11][cH:12][c:13]3[c:14](=[O:16])[c:15]12.[K+:23].[K+:24].[Na+:26].[O:28]=[CH:29][N:30]([CH3:31])[CH3:32].[OH-:25].[OH2:33]>>[F:1][c:2]1[cH:3][cH:4][cH:5][c:6]2[o:7][c:8]3[c:9]([CH3:18])[c:10]([O:17][CH2:29][C:19]([OH:20])=[O:22])[cH:11][cH:12][c:13]3[c:14](=[O:16])[c:15]12.